This data is from the Open Reaction Database (ORD), a public repository of structured organic reaction records. The task is: describe an organic reaction: reactants, conditions, products, and yield The reactants are C(C)(C)(C)NC1=NC2=C(C=CC=C2C(N1CCOC)=O)I (2-(tert-butylamino)-8-iodo-3-(2-methoxyethyl)quinazolin-4(3H)-one), C[C@H]1NC(C2=C1NC(=C2)B2OC(C(O2)(C)C)(C)C)=O ((R)-6-methyl-2-(4,4,5,5-tetramethyl-1,3,2-dioxaborolan-2-yl)-5,6-dihydropyrrolo[3,4-b]pyrrol-4(1H)-one). The product is C(C)(C)(C)NC1=NC2=C(C=CC=C2C(N1CCOC)=O)C1=CC2=C(N1)CNC2=O (2-(tert-butylamino)-3-(2-methoxyethyl)-8-(4-oxo-1,4,5,6-tetrahydropyrrolo[3,4-b]pyrrol-2-yl)-4(3H)-quinazolinone). Isolated yield 51.3%. As a reaction SMILES: [C:1]([NH:5][C:6]1[N:15]([CH2:16][CH2:17][O:18][CH3:19])[C:14](=[O:20])[C:13]2[C:8](=[C:9](I)[CH:10]=[CH:11][CH:12]=2)[N:7]=1)([CH3:4])([CH3:3])[CH3:2].C[C@@H:23]1[C:27]2[NH:28][C:29](B3OC(C)(C)C(C)(C)O3)=[CH:30][C:26]=2[C:25](=[O:40])[NH:24]1>>[C:1]([NH:5][C:6]1[N:15]([CH2:16][CH2:17][O:18][CH3:19])[C:14](=[O:20])[C:13]2[C:8](=[C:9]([C:29]3[NH:28][C:27]4[CH2:23][NH:24][C:25](=[O:40])[C:26]=4[CH:30]=3)[CH:10]=[CH:11][CH:12]=2)[N:7]=1)([CH3:4])([CH3:3])[CH3:2]. Reported procedure: This compound (138 mg, 51% yield) as a brown solid was prepared according to the procedure described for Example 448, using 2-(tert-butylamino)-8-iodo-3-(2-methoxyethyl)quinazolin-4(3H)-one (715) (273 mg, 0.68 mmol) and 2-(4,4,5,5-tetramethyl-1,3,2-dioxaborolan-2-yl)-5,6-dihydropyrrolo[3,4-b]pyrrol-4(1H)-one (706) (219 mg, 0.88 mmol) as the starting materials. 1H NMR (400 MHz, DMSO-d6) δ ppm 12.09 (1H, br.), 7.90 (2H, m), 7.56 (1H, br.), 7.20 (1H, t, J=7.4 Hz), 6.83 (1H, s), 6.50 (1H, s), 4.27 (... Yields the product CCn1c(=O)n(-c2ccc3nn(-c4ccc(C)cn4)cc3c2)c2ncccc21. Starting materials: Cc1ccc(-n2cc3cc(-n4c(=O)[nH]c5cccnc54)ccc3n2)nc1, CCI, CN(C)C=O, O. Reaction SMILES: [CH3:1][c:2]1[cH:3][cH:4][c:5](-[n:8]2[n:9][c:10]3[cH:11][cH:12][c:13](-[n:17]4[c:18](=[O:26])[nH:19][c:20]5[c:21]4[n:22][cH:23][cH:24][cH:25]5)[cH:14][c:15]3[cH:16]2)[n:6][cH:7]1.[I:27][CH2:28][CH3:29].[O:31]=[CH:32][N:33]([CH3:34])[CH3:35].[OH2:30]>>[CH3:1][c:2]1[cH:3][cH:4][c:5](-[n:8]2[n:9][c:10]3[cH:11][cH:12][c:13](-[n:17]4[c:18](=[O:26])[n:19]([CH2:28][CH3:29])[c:20]5[c:21]4[n:22][cH:23][cH:24][cH:25]5)[cH:14][c:15]3[cH:16]2)[n:6][cH:7]1. Starting materials: C(C)(C)(C)C1=CC(=C(C=N1)C=1N([C@]([C@](N1)(C)C1=CC=C(C=C1)Cl)(C)C1=CC=C(C=C1)Cl)C(=O)N1CCC(CC1)CC(=O)O)OCC ({1-[(4S,5R)-2-(6-tert-butyl-4-ethoxy-pyridin-3-yl)-4,5-bis-(4-chloro-phenyl)-4,5-dimethyl-4,5-dihydro-imidazole-1-carbonyl]-piperidin-4-yl}-acetic acid), C(C)NCC (diethylamine). Product: C(C)(C)(C)C1=CC(=C(C=N1)C=1N([C@]([C@](N1)(C)C1=CC=C(C=C1)Cl)(C)C1=CC=C(C=C1)Cl)C(=O)N1CCC(CC1)CC(=O)N(CC)CC)OCC (2-{1-[(4S,5R)-2-(6-tert-Butyl-4-ethoxy-pyridin-3-yl)-4,5-bis-(4-chloro-phenyl)-4,5-dimethyl-4,5-dihydro-imidazole-1-carbonyl]-piperidin-4-yl}-N,N-diethyl-acetamide). As a reaction SMILES: [C:1]([C:5]1[N:10]=[CH:9][C:8]([C:11]2[N:12]([C:32]([N:34]3[CH2:39][CH2:38][CH:37]([CH2:40][C:41]([OH:43])=O)[CH2:36][CH2:35]3)=[O:33])[C@@:13]([C:25]3[CH:30]=[CH:29][C:28]([Cl:31])=[CH:27][CH:26]=3)([CH3:24])[C@@:14]([C:17]3[CH:22]=[CH:21][C:20]([Cl:23])=[CH:19][CH:18]=3)([CH3:16])[N:15]=2)=[C:7]([O:44][CH2:45][CH3:46])[CH:6]=1)([CH3:4])([CH3:3])[CH3:2].[CH2:47]([NH:49][CH2:50][CH3:51])[CH3:48]>>[C:1]([C:5]1[N:10]=[CH:9][C:8]([C:11]2[N:12]([C:32]([N:34]3[CH2:35][CH2:36][CH:37]([CH2:40][C:41]([N:49]([CH2:50][CH3:51])[CH2:47][CH3:48])=[O:43])[CH2:38][CH2:39]3)=[O:33])[C@@:13]([C:25]3[CH:30]=[CH:29][C:28]([Cl:31])=[CH:27][CH:26]=3)([CH3:24])[C@@:14]([C:17]3[CH:18]=[CH:19][C:20]([Cl:23])=[CH:21][CH:22]=3)([CH3:16])[N:15]=2)=[C:7]([O:44][CH2:45][CH3:46])[CH:6]=1)([CH3:2])([CH3:3])[CH3:4]. Procedure: In a manner analogous to the method described in example 163, {1-[(4S,5R)-2-(6-tert-butyl-4-ethoxy-pyridin-3-yl)-4,5-bis-(4-chloro-phenyl)-4,5-dimethyl-4,5-dihydro-imidazole-1-carbonyl]-piperidin-4-yl}-acetic acid was coupled with diethylamine (Aldrich) to give the title compound. HR-MS (ES, m/z) calculated for C40H52Cl2N5O3 [(M+H)+] 720.3442, observed 720.3440. Reactants: O=C([O-])[O-], CC(C)=O, CI, [K+], [K+], O=c1[nH]nnc2c3c([se]c12)CCCC3. Product: Cn1nnc2c3c([se]c2c1=O)CCCC3. Reaction SMILES: [C:15](=[O:16])([O-:17])[O-:18].[CH3:23][C:24](=[O:25])[CH3:26].[I:21][CH3:22].[K+:19].[K+:20].[n:1]1[n:2][nH:3][c:4](=[O:14])[c:5]2[c:6]1[c:7]1[c:8]([se:9]2)[CH2:10][CH2:11][CH2:12][CH2:13]1>>[n:1]1[n:2][n:3]([CH3:15])[c:4](=[O:14])[c:5]2[c:6]1[c:7]1[c:8]([se:9]2)[CH2:10][CH2:11][CH2:12][CH2:13]1. Reactants: N (ammonia), BrC=1C(=NC(=NC1)Cl)NC1CCOCC1 ((5-bromo-2-chloro-pyrimidin-4-yl)-(tetrahydro-pyran-4-yl)-amine), C(C)(=O)OCC (ethyl acetate). Reported procedure: To a suspension of compound 32 (6.60 g, 23 mmol) in isopropyl alcohol (40 ml) was added ammonia (aq. 28%, 80 ml). This reaction mixture was heated to 130° C. for 14 hours in a pressure vessel. The reaction mixture was cooled down to room temperature and to this mixture was added ethyl acetate. The reaction mixture was washed with water and brine. The ethyl acetate layer was dried with sodium sulfate and concentrated to give compound 33 (4.75 g, 77%). 1H NMR (500 MHz, CD3OD) δ ppm 7.79 (1 H, s), ... Run at temperature 130 celsius. Run in C(C)(C)O (isopropyl alcohol). The yield is 77.0%. The product is BrC=1C(=NC(=NC1)N)NC1CCOCC1 (5-Bromo-N4-(tetrahydro-pyran-4-yl)-pyrimidine-2,4-diamine). As a reaction SMILES: [Br:1][C:2]1[C:3]([NH:9][CH:10]2[CH2:15][CH2:14][O:13][CH2:12][CH2:11]2)=[N:4][C:5](Cl)=[N:6][CH:7]=1.[NH3:16].C(OCC)(=O)C>C(O)(C)C>[Br:1][C:2]1[C:3]([NH:9][CH:10]2[CH2:15][CH2:14][O:13][CH2:12][CH2:11]2)=[N:4][C:5]([NH2:16])=[N:6][CH:7]=1. The reactants are C(C)C(C(N1C=NC=C1)C1=CC2=C(N=C(S2)N)C=C1)CC (6-(2-Ethyl-1-(1H-imidazol-1-yl)butyl)benzo[d]thiazol-2-amine), CN(C(C(N1C=NC=C1)C1=CC2=C(N=C(S2)N)C=C1)CC)C (6-(2-(Dimethylamino)-1-(1H-imidazol-1-yl)butyl)benzo[d]thiazol-2-amine), ClC=1SC2=C(N1)C=CC(=C2)C(C(CC)N(C)CC)N2C=NC=C2 (1-(2-Chlorobenzo[d]thiazol-6-yl)-N-ethyl-1-(1H-imidazol-1-yl)-N-methylbutan-2-amine), 6-(2-(ethyl(methyl)amino)-1-(1H-imidazol-1-4)butyl)benzo[d]thiazol-2-amine, CN(C(C(N1C=NC=C1)C1=CC2=C(N=C(S2)NC(=O)N)C=C1)CC)C (1-(6-(2-(Dimethylamino)-1-(1H-imidazol-1-yl)butyl)benzo[d]thiazol-2-yl)urea), CN(C(C(N1C=NC=C1)C1=CC2=C(N=C(S2)C(=O)N)C=C1)CC)C (6-(2-(Dimethylamino)-1-(1H-imidazol-1-yl)butyl)benzo[d]thiazole-2-carboxamide), S1C=NC2=C1C=C(C=C2)C(C(CC)N(C)C)N2C=NC=C2 (1-(Benzo[d]thiazol-6-yl)-1-(1H-imidazol-1-yl)-N,N-dimethylbutan-2-amine), BrC=1SC2=C(N1)C=CC(=C2)C(C(CC)N(C)CC)N2C=NC=C2 (1-(2-Bromobenzo[d]thiazol-6-yl)-N-ethyl-1-(1H-imidazol-1-yl)-N-methylbutan-2-amine), CN(C(C(N1C=NC=C1)C1=CC2=C(N=C(S2)C(OC)=N)C=C1)CC)C (Methyl 6-(2-(dimethylamino)-1-(1H-imidazol-1-yl)butyl)benzo[d]thiazole-2-carbimidate), BrC=1SC2=C(N1)C=CC(=C2)C(C(CC)N(C)C)N2C=NC=C2 (1-(2-Bromobenzo[d]thiazol-6-yl)-1-(1H-imidazol-1-yl)-N,N-dimethylbutan-2-amine), CN(C(C(N1C=NC=C1)C1=CC2=C(N=C(S2)C(=O)OC)C=C1)CC)C (Methyl 6-(2-(dimethylamino)-1-(1H-imidazol-1-yl)butyl)benzo[d]thiazole-2-carboxylate), C(C)N(C(C(N1C=NC=C1)C1=CC2=C(N=C(S2)NC(C)=O)C=C1)CC)C (N-(6-(2-(ethyl(methyl)amino)-1-(1H-imidazol-1-yl)butyl)benzo[d]thiazol-2-yl)acetamide). The product is BrC=1SC2=C(N1)C=CC(=C2)C(C(CC)CC)N2C=NC=C2 (2-Bromo-6-(2-ethyl-1-(1H-imidazol-1-yl)butyl)benzo[d]thiazole). As a reaction SMILES: [CH2:1]([CH:3]([CH2:20][CH3:21])[CH:4]([C:10]1[CH:19]=[CH:18][C:13]2[N:14]=[C:15](N)[S:16][C:12]=2[CH:11]=1)[N:5]1[CH:9]=[CH:8][N:7]=[CH:6]1)[CH3:2].[Br:22]C1SC2C=C(C(N3C=CN=C3)C(N(C)C)CC)C=CC=2N=1.CN(C)C(CC)C(C1C=CC2N=C(C(OC)=O)SC=2C=1)N1C=CN=C1.CN(C)C(CC)C(C1C=CC2N=C(N)SC=2C=1)N1C=CN=C1.CN(C)C(CC)C(C1C=CC2N=C(NC(N)=O)SC=2C=1)N1C=CN=C1.C(N(C)C(CC)C(C1C=CC2N=C(NC(=O)C)SC=2C=1)N1C=CN=C1)C.CN(C)C(CC)C(C1C=CC2N=C(C(=N)OC)SC=2C=1)N1C=CN=C1.CN(C)C(CC)C(C1C=CC2N=C(C(N)=O)SC=2C=1)N1C=CN=C1.BrC1SC2C=C(C(N3C=CN=C3)C(N(CC)C)CC)C=CC=2N=1.ClC1SC2C=C(C(N3C=CN=C3)C(N(CC)C)CC)C=CC=2N=1.S1C2C=C(C(N3C=CN=C3)C(N(C)C)CC)C=CC=2N=C1>>[Br:22][C:15]1[S:16][C:12]2[CH:11]=[C:10]([CH:4]([N:5]3[CH:9]=[CH:8][N:7]=[CH:6]3)[CH:3]([CH2:20][CH3:21])[CH2:1][CH3:2])[CH:19]=[CH:18][C:13]=2[N:14]=1. Procedure: 6-(2-Ethyl-1-(1H-imidazol-1-yl)butyl)benzo[d]thiazol-2-amine; 1-(2-Bromobenzo[d]thiazol-6-yl)-1-(1H-imidazol-1-yl)-N,N-dimethylbutan-2-amine; Methyl 6-(2-(dimethylamino)-1-(1H-imidazol-1-yl)butyl)benzo[d]thiazole-2-carboxylate; 6-(2-(Dimethylamino)-1-(1H-imidazol-1-yl)butyl)benzo[d]thiazol-2-amine; 1-(6-(2-(Dimethylamino)-1-(1H-imidazol-1-yl)butyl)benzo[d]thiazol-2-yl)urea; N-(6-(2-(ethyl(methyl)amino)-1-(1H-imidazol-1-yl)butyl)benzo[d]thiazol-2-yl)acetamide; Methyl 6-(2-(dimethylamino)-1-(1H-im... Reactants: BrC=1C=C(N(C1C(C1=CC=C(C=C1)Cl)=O)C)CC(=O)OCC (ethyl 4-bromo-5-(p-chlorobenzoyl)-1-methylpyrrole-2-acetate). Reagents/catalysts: C(C)O (ethanol). Run in [OH-].[Na+] (sodium hydroxide), O (water). Yields the product BrC=1C=C(N(C1C(C1=CC=C(C=C1)Cl)=O)C)CC(=O)O (4-bromo-5-(p-chlorobenzoyl)- 1-methylpyrrole-2-acetic acid). As a reaction SMILES: [Br:1][C:2]1[CH:3]=[C:4]([CH2:17][C:18]([O:20]CC)=[O:19])[N:5]([CH3:16])[C:6]=1[C:7](=[O:15])[C:8]1[CH:13]=[CH:12][C:11]([Cl:14])=[CH:10][CH:9]=1>[OH-].[Na+].C(O)C.O>[Br:1][C:2]1[CH:3]=[C:4]([CH2:17][C:18]([OH:20])=[O:19])[N:5]([CH3:16])[C:6]=1[C:7](=[O:15])[C:8]1[CH:9]=[CH:10][C:11]([Cl:14])=[CH:12][CH:13]=1 |f:1.2|. Reported procedure: A suspension of 0.9 g. of ethyl 4-bromo-5-(p-chlorobenzoyl)-1-methylpyrrole-2-acetate in 5 ml of 0.5N sodium hydroxide solution containing a few drops of ethanol is heated under reflux for one hour. At the end of 1 hour it is cooled, diluted with water and filtered, and the filtrate washed with ether. The aqueous filtrate is then acidified with dilute hydrochloric acid and the resulting precipitated solid is collected and air dried. Recrystallization thereof from acetonitrile gives 4-bromo-5-(p-... Reactants: NC1=CC(=CC2=C1NC(=N2)C2=CC=C(C=C2)Br)NC(=O)OC (7-amino-5-(methoxycarbonyl)amino-2-(4-bromophenyl)-1H-benzo[d]-imidazole), C(C)(=O)OC(C)=O (acetic anhydride). The solvent is ClCCl (dichloromethane). Reaction conditions: time 3 hour. Yields the product C(C)(=O)NC1=CC(=CC2=C1NC(=N2)C2=CC=C(C=C2)Br)NC(=O)OC (7-acetylamino-5-(methoxycarbonyl)amino-2-(4-bromophenyl)-1H-benzo[d]imidazole). Yield: 80.2%. Reaction SMILES: [NH2:1][C:2]1[C:7]2[NH:8][C:9]([C:11]3[CH:16]=[CH:15][C:14]([Br:17])=[CH:13][CH:12]=3)=[N:10][C:6]=2[CH:5]=[C:4]([NH:18][C:19]([O:21][CH3:22])=[O:20])[CH:3]=1.[C:23](OC(=O)C)(=[O:25])[CH3:24]>ClCCl>[C:23]([NH:1][C:2]1[C:7]2[NH:8][C:9]([C:11]3[CH:16]=[CH:15][C:14]([Br:17])=[CH:13][CH:12]=3)=[N:10][C:6]=2[CH:5]=[C:4]([NH:18][C:19]([O:21][CH3:22])=[O:20])[CH:3]=1)(=[O:25])[CH3:24]. Procedure details: To a solution of 7-amino-5-(methoxycarbonyl)amino-2-(4-bromophenyl)-1H-benzo[d]-imidazole (60 mg, 0.17 mmol) in dichloromethane (5 mL) was added acetic anhydride (18 mg, 0.17 mmol) and the solution was stirred at room temperature for 3 h. The reaction mixture was concentrated in vacuo and purified by column chromatography on silica gel using hexane/EtOAc (4/1) as the eluant to afford the desired product (55 mg, 80%) as a pale yellow powder: 1H-NMR (300 MHz, CD3OD) δ 2.24 (s, 3H), 3.74 (s, 3H), 7...